Dataset: the Open Reaction Database (ORD), a public repository of structured organic reaction records. Task: describe an organic reaction: reactants, conditions, products, and yield Starting materials: C1CCOC1, CC(C)[N-]C(C)C, [K+], [Li+], O=P([O-])(O)O, CCCCC(CC)C(=O)Nc1ccc2ccn(Cc3ccc(C(=O)OC(=O)N(c4ccccc4)c4ccccc4)cc3OC)c2c1, COC(=O)CS(=O)(=O)c1ccccc1. Yields the product CCCCC(CC)C(=O)Nc1ccc2ccn(Cc3ccc(C(=O)C(C(=O)OC)S(=O)(=O)c4ccccc4)cc3OC)c2c1. RXN SMILES: [CH2:75]1[O:76][CH2:77][CH2:78][CH2:79]1.[CH:1]([N-:2][CH:3]([CH3:4])[CH3:5])([CH3:6])[CH3:7].[K+:69].[Li+:8].[OH:70][P:71](=[O:72])([O-:73])[OH:74].[c:23]1([N:24]([c:25]2[cH:26][cH:27][cH:28][cH:29][cH:30]2)[C:31]([O:32][C:33]([c:34]2[cH:35][c:36]([O:60][CH3:61])[c:37]([CH2:40][n:41]3[cH:42][cH:43][c:44]4[cH:45][cH:46][c:47]([NH:50][C:51]([CH:52]([CH2:53][CH2:54][CH2:55][CH3:56])[CH2:57][CH3:58])=[O:59])[cH:48][c:49]34)[cH:38][cH:39]2)=[O:62])=[O:63])[cH:64][cH:65][cH:66][cH:67][cH:68]1.[c:9]1([S:15](=[O:16])(=[O:17])[CH2:18][C:19](=[O:20])[O:21][CH3:22])[cH:10][cH:11][cH:12][cH:13][cH:14]1>>[c:9]1([S:15](=[O:16])(=[O:17])[CH:18]([C:19](=[O:20])[O:21][CH3:22])[C:33](=[O:32])[c:34]2[cH:35][c:36]([O:60][CH3:61])[c:37]([CH2:40][n:41]3[cH:42][cH:43][c:44]4[cH:45][cH:46][c:47]([NH:50][C:51]([CH:52]([CH2:53][CH2:54][CH2:55][CH3:56])[CH2:57][CH3:58])=[O:59])[cH:48][c:49]34)[cH:38][cH:39]2)[cH:10][cH:11][cH:12][cH:13][cH:14]1. The yield is 32.0%. Procedure: Using 2,2,2-trichloroethyl 5-tert-butyl-3-(hydroxymethyl)-2-methoxyphenylcarbamate (0.100 g, 0.260 mmol) and (1S,2R)-2-amino-4-fluoro-2,3-dihydro-1H-indene-1-ol.L-tartaric acid salt (0.091 g, 0.286 mmol), the same reaction as in Example 1 (5th Step) was carried out to obtain 0.034 g of the captioned compound (32% yield). As a reaction SMILES: [C:1]([C:5]1[CH:6]=[C:7]([CH2:22][OH:23])[C:8]([O:20][CH3:21])=[C:9]([NH:11][C:12](=[O:19])OCC(Cl)(Cl)Cl)[CH:10]=1)([CH3:4])([CH3:3])[CH3:2].[NH2:24][C@@H:25]1[CH2:33][C:32]2[C:27](=[CH:28][CH:29]=[CH:30][C:31]=2[F:34])[C@@H:26]1[OH:35].C(O)(=O)[C@@H]([C@H](C(O)=O)O)O>>[C:1]([C:5]1[CH:6]=[C:7]([CH2:22][OH:23])[C:8]([O:20][CH3:21])=[C:9]([NH:11][C:12]([NH:24][C@@H:25]2[CH2:33][C:32]3[C:27](=[CH:28][CH:29]=[CH:30][C:31]=3[F:34])[C@@H:26]2[OH:35])=[O:19])[CH:10]=1)([CH3:2])([CH3:3])[CH3:4]. Yields the product C(C)(C)(C)C=1C=C(C(=C(C1)NC(=O)N[C@H]1[C@H](C2=CC=CC(=C2C1)F)O)OC)CO (1-(5-tert-butyl-3-(hydroxymethyl)-2-methoxyphenyl)-3-((1S,2R)-4-fluoro-1-hydroxy-2,3-dihydro-1H-indene-2-yl)urea). The reactants are C(C)(C)(C)C=1C=C(C(=C(C1)NC(OCC(Cl)(Cl)Cl)=O)OC)CO (2,2,2-trichloroethyl 5-tert-butyl-3-(hydroxymethyl)-2-methoxyphenylcarbamate), N[C@H]1[C@H](C2=CC=CC(=C2C1)F)O ((1S,2R)-2-amino-4-fluoro-2,3-dihydro-1H-indene-1-ol), C([C@H](O)[C@@H](O)C(=O)O)(=O)O (L-tartaric acid). The reactants are C(C1=CC=CC=C1)N1CC(NC(C1)=O)=O (4-benzylpiperazine-2,6-dione), Cl (HCl). Run in CO.O (methanol H2O), CO (methanol), [Pd] (Pd/C). Conditions: time 8 hour. The product is Cl.N1C(CNCC1=O)=O (Piperazine-2,6-dione hydrochloride), solid. Yield: 28.0%. As a reaction SMILES: C([N:8]1[CH2:13][C:12](=[O:14])[NH:11][C:10](=[O:15])[CH2:9]1)C1C=CC=CC=1.[ClH:16]>CO.O.CO.[Pd]>[ClH:16].[NH:11]1[C:12](=[O:14])[CH2:13][NH:8][CH2:9][C:10]1=[O:15] |f:2.3,6.7|. Reported procedure: To a solution of 4-benzylpiperazine-2,6-dione (which may be prepared in accordance with the experimental described in Example 4, step 1; 2.0 g, 9.8 mmol) in a mixture of methanol/H2O (65 mL/28 mL) were added a solution of HCl 1N in methanol (23.8 mL) and Pd/C (10% wet, 0.2% wt., 400 mg). The reaction mixture was degassed 3 times with hydrogen/vacuum prior to its overnight stirring under hydrogen (P=1 atm). The reaction mixture was then filtered on Clarcel® and washed with methanol. The filtrate ... Run in O (water), CN(C=O)C (dimethylformamide), O (H2O). The reactants are Cl (hydrochloric acid), C(C)(=O)NC1=CC=C(C=C1)SC1=C(C=C(C(=O)O)C=C1S(N)(=O)=O)N (4-(4-acetamidophenylmercapto)-3-amino-5-sulfamoylbenzoic acid), C(CCC)=O (butyraldehyde), (AlSiO4)12, C(#N)[BH3-].[Na+] (sodium cyanoborohydride). Yields the product NC1=CC=C(C=C1)SC1=C(C=C(C(=O)O)C=C1S(N)(=O)=O)NCCCC (4-(4-aminophenylmercapto)-3-n-butylamino-5-sulfamoylbenzoic acid). Conditions: time 1 hour. Reported procedure: To the solution of 1.52 g of 4-(4-acetamidophenylmercapto)-3-amino-5-sulfamoylbenzoic acid in 600 ml of dimethylformamide, 40 g of butyraldehyde and 1.60 g of molecular sieves [Na12 (AlSiO4)12. 27 H2O], 36 g of sodium cyanoborohydride are added while stirring under nitrogen and keeping the temperature between about 20° and 30° for 1 hour. After stirring the mixture for 68 hours at room temperature, 6 lt of water are added, followed by 110 ml of concentrated hydrochloric acid and stirring is cont... As a reaction SMILES: C([NH:4][C:5]1[CH:10]=[CH:9][C:8]([S:11][C:12]2[C:20]([S:21](=[O:24])(=[O:23])[NH2:22])=[CH:19][C:15]([C:16]([OH:18])=[O:17])=[CH:14][C:13]=2[NH2:25])=[CH:7][CH:6]=1)(=O)C.[CH:26](=O)[CH2:27][CH2:28][CH3:29].C([BH3-])#N.[Na+].Cl>CN(C)C=O.O>[NH2:4][C:5]1[CH:6]=[CH:7][C:8]([S:11][C:12]2[C:20]([S:21](=[O:23])(=[O:24])[NH2:22])=[CH:19][C:15]([C:16]([OH:18])=[O:17])=[CH:14][C:13]=2[NH:25][CH2:26][CH2:27][CH2:28][CH3:29])=[CH:9][CH:10]=1 |f:2.3|. Reactants: O[C@H](C)[C@@H]1[C@@H]2N([C@H](C([C@@H]2C)=O)C(=O)OCC2=CC=C(C=C2)[N+](=O)[O-])C1=O (4-nitrobenzyl (1R,3R,5R,6S)-6-((1R)-1-hydroxyethyl)-1-methyl-2-oxo-1-carbapenam-3-carboxylate), C(C)(C)N(C(C)C)CC (N,N-diisopropylethylamine), C(C)#N (acetonitrile), FC(S(=O)(=O)O)(F)F (trifluoromethanesulfonic acid). Solvent: C(C)(=O)OCC (ethyl acetate). Conditions: time 30 minute. Product: O[C@H](C)[C@@H]1[C@@H]2N(C(=C([C@@H]2C)C2=C(N3C(S2)=CN=C3)C)C(=O)OCC3=CC=C(C=C3)[N+](=O)[O-])C1=O (4-Nitrobenzyl (1S,5R,6S)-6-((1R)-1-hydroxyethyl)-1-methyl-2-(3-methylimidazo[5,1-b]thiazol-2-yl)-1-carbapen-2-em-3-carboxylate). RXN SMILES: [OH:1][C@@H:2]([C@H:4]1[C:25](=[O:26])[N:6]2[C@@H:7]([C:12]([O:14][CH2:15][C:16]3[CH:21]=[CH:20][C:19]([N+:22]([O-:24])=[O:23])=[CH:18][CH:17]=3)=[O:13])[C:8](=O)[C@H:9]([CH3:10])[C@H:5]12)[CH3:3].[CH:27]([N:30]([CH2:34]C)[CH:31](C)[CH3:32])(C)[CH3:28].F[C:37](F)(F)[S:38](O)(=O)=O.C(#[N:46])C>C(OCC)(=O)C>[OH:1][C@@H:2]([C@H:4]1[C:25](=[O:26])[N:6]2[C:7]([C:12]([O:14][CH2:15][C:16]3[CH:21]=[CH:20][C:19]([N+:22]([O-:24])=[O:23])=[CH:18][CH:17]=3)=[O:13])=[C:8]([C:37]3[S:38][C:27]4=[CH:28][N:46]=[CH:34][N:30]4[C:31]=3[CH3:32])[C@H:9]([CH3:10])[C@H:5]12)[CH3:3]. Reported procedure: To a solution of 353.2 mg of 4-nitrobenzyl (1R,3R,5R,6S)-6-((1R)-1-hydroxyethyl)-1-methyl-2-oxo-1-carbapenam-3-carboxylate in 7 ml of dry acetonitrile was added dropwise 0.34 ml of N,N-diisopropylethylamine, followed by 0.18 ml of anhydrous trifluoromethanesulfonic acid under the atmosphere of argon at −15° C. After the reaction mixture was stirred at the same temperature 30 minutes, it was diluted with 10 ml of ethyl acetate, washed sequentially with semi-saturated aqueous saline, a mixed solut... The reactants are NC1=C(C(=O)O)C=C(C=C1C)Cl (2-amino-3-methyl-5-chlorobenzoic acid), C([O-])([O-])=O.[K+].[K+] (potassium carbonate), S(=O)(=O)(OC)OC (dimethyl sulfate), [Cl-].[Na+] (sodium chloride). Run in CN(C)C=O (DMF). Conditions: time 0.5 hour. The product is crude product, COC(C1=C(C(=CC(=C1)Cl)C)N)=O (2-amino-3-methyl-5-chlorobenzoic acid methyl ester). The yield is 1218.4%. Reaction SMILES: [NH2:1][C:2]1[C:10]([CH3:11])=[CH:9][C:8]([Cl:12])=[CH:7][C:3]=1[C:4]([OH:6])=[O:5].[C:13](=O)([O-])[O-].[K+].[K+].S(OC)(OC)(=O)=O.[Cl-].[Na+]>CN(C=O)C>[CH3:13][O:5][C:4](=[O:6])[C:3]1[CH:7]=[C:8]([Cl:12])[CH:9]=[C:10]([CH3:11])[C:2]=1[NH2:1] |f:1.2.3,5.6|. Reported procedure: To a 500 mL round-bottom flask, 0.2 mol of 2-amino-3-methyl-5-chlorobenzoic acid having the structural formula of IV-5, 300 mL of DMF and 2.0 grams of potassium carbonate were added, stirred at room temperature for 0.5 hour, dimethyl sulfate was dripped, reacted at 110° C. for 7 hours, and cooled to room temperature, poured into a saturated sodium chloride solution, extracted with acetate ethyl, dried over anhydrous sodium sulfate, filtered and the solvent was removed to obtain a crude product, ...